Task: describe an organic reaction: reactants, conditions, products, and yield. Dataset: the Open Reaction Database (ORD), a public repository of structured organic reaction records Starting materials: [Al+3], COC(=O)N1CCC(c2n[nH]c3cc(F)ccc23)CC1, [H-], [H-], [H-], [H-], [Li+], C1CCOC1, O. Yields the product CN1CCC(c2n[nH]c3cc(F)ccc23)CC1. As a reaction SMILES: [Al+3:2].[F:7][c:8]1[cH:9][cH:10][c:11]2[c:12]([CH:17]3[CH2:18][CH2:19][N:20]([C:23]([O:24][CH3:25])=[O:26])[CH2:21][CH2:22]3)[n:13][nH:14][c:15]2[cH:16]1.[H-:1].[H-:4].[H-:5].[H-:6].[Li+:3].[O:28]1[CH2:29][CH2:30][CH2:31][CH2:32]1.[OH2:27]>>[F:7][c:8]1[cH:9][cH:10][c:11]2[c:12]([CH:17]3[CH2:18][CH2:19][N:20]([CH3:23])[CH2:21][CH2:22]3)[n:13][nH:14][c:15]2[cH:16]1. Starting materials: ClC1=NN=C(C=2C3CCC(C12)C3)NN (1-chloro-4-hydrazino-5,6,7,8-tetrahydro-5,8-methanophthalazine), C(C)(=O)O (acetic acid). Product: ClC1=NN2C(C=3C4CCC(C13)C4)=NN=C2C (6-chloro-7,8,9,10-tetrahydro-3-methyl-7,10-methano(1,2,4)triazolo[3,4-a]phthalazine). Isolated yield 84.0%. Reaction SMILES: [Cl:1][C:2]1[C:11]2[CH:10]3[CH2:12][CH:7]([CH2:8][CH2:9]3)[C:6]=2[C:5]([NH:13][NH2:14])=[N:4][N:3]=1.[C:15](O)(=O)[CH3:16]>>[Cl:1][C:2]1[C:11]2[CH:10]3[CH2:12][CH:7]([CH2:8][CH2:9]3)[C:6]=2[C:5]2=[N:13][N:14]=[C:15]([CH3:16])[N:4]2[N:3]=1. Procedure details: In a procedure similar to that of Example 5, 1-chloro-4-hydrazino-5,6,7,8-tetrahydro-5,8-methanophthalazine (25.0 grams, 0.119 mol) was mixed with 150 milliliters of acetic acid, and the mixture was heated at the boiling temperature under reflux for two hours. The reaction mixture was concentrated and the residue taken up in aqueous sodium bicarbonate. The resulting precipitate was collected, washed with water and air-dried to yield 23.4 grams (84 percent yield) of 6-chloro-7,8,9,10-tetrahydro-3... Reactants: ClCC1=NC2=CC(=C(C=C2C(=C1C(=O)OCC)C1=CC(=C(C=C1)OC)OC)OC)OC (ethyl 2-chloromethyl-4-(3,4-dimethoxyphenyl)-6,7-dimethoxyquinoline-3-carboxylate), N1CCNCC1 (piperazine). Solvent: CO (methanol). Conditions: time 36 hour. Yields the product COC=1C=C(C=CC1OC)C1=C(C(=NC2=CC(=C(C=C12)OC)OC)CN1CCNCC1)C(=O)OCC (ethyl 4-(3,4-dimethoxyphenyl)-6,7-dimethoxy-2-piperazinomethylquinoline-3-carboxylate). Yield: 38.7%. As a reaction SMILES: Cl[CH2:2][C:3]1[C:12]([C:13]([O:15][CH2:16][CH3:17])=[O:14])=[C:11]([C:18]2[CH:23]=[CH:22][C:21]([O:24][CH3:25])=[C:20]([O:26][CH3:27])[CH:19]=2)[C:10]2[C:5](=[CH:6][C:7]([O:30][CH3:31])=[C:8]([O:28][CH3:29])[CH:9]=2)[N:4]=1.[NH:32]1[CH2:37][CH2:36][NH:35][CH2:34][CH2:33]1>CO>[CH3:27][O:26][C:20]1[CH:19]=[C:18]([C:11]2[C:10]3[C:5](=[CH:6][C:7]([O:30][CH3:31])=[C:8]([O:28][CH3:29])[CH:9]=3)[N:4]=[C:3]([CH2:2][N:32]3[CH2:37][CH2:36][NH:35][CH2:34][CH2:33]3)[C:12]=2[C:13]([O:15][CH2:16][CH3:17])=[O:14])[CH:23]=[CH:22][C:21]=1[O:24][CH3:25]. Procedure: A mixture of ethyl 2-chloromethyl-4-(3,4-dimethoxyphenyl)-6,7-dimethoxyquinoline-3-carboxylate (1.0 g), piperazine (1.15 g) and methanol (15 ml) was stirred at room temperature for 36 hours. The reaction mixture was concentrated under reduced pressure, 6N hydrochloric acid (30 ml) was added to the residue, and the mixture was washed with dichloromethane. The aqueous layer was neutralized with 2N sodium hydroxide, and extracted with dichloromethane. The dichloromethane layer was washed with water... Reactants: [BH4-], CCCN1CC(C(=O)OC)CC2c3cccc4[nH]cc(c34)CC21, CO, [Na+], O. The product is CCCN1CC(CO)CC2c3cccc4[nH]cc(c34)CC21. RXN SMILES: [BH4-:24].[CH2:1]([CH2:2][CH3:3])[N:4]1[CH2:5][CH:6]([C:20](=[O:21])[O:22][CH3:23])[CH2:7][CH:8]2[c:9]3[cH:10][cH:11][cH:12][c:13]4[nH:14][cH:15][c:16]([c:19]34)[CH2:17][CH:18]12.[CH3:26][OH:27].[Na+:25].[OH2:28]>>[CH2:1]([CH2:2][CH3:3])[N:4]1[CH2:5][CH:6]([CH2:20][OH:21])[CH2:7][CH:8]2[c:9]3[cH:10][cH:11][cH:12][c:13]4[nH:14][cH:15][c:16]([c:19]34)[CH2:17][CH:18]12. Starting materials: C(C)(C)(C)[Li] (t-Butyl lithium), solution, BrC=1C=NC=CC1 (3-bromopyridine), COC1=NC2=CC=C(C=C2C=C1)Br (2-methoxy-6-bromoquinoline), tetrakis-(triphenylphosphine)palladium(O), [Cl-].[NH4+] (Ammonium chloride). The reagents and catalysts are [Cl-].[Zn+2].[Cl-] (zinc chloride). The solvent is CCCCC (pentane), C1CCOC1 (THF), C1CCOC1 (THF), C1CCOC1 (THF). Product: COC1=NC2=CC=C(C=C2C=C1)C=1C=NC=CC1 (2-methoxy-6-(3-pyridyl)quinoline). As a reaction SMILES: C([Li])(C)(C)C.Br[C:7]1[CH:8]=[N:9][CH:10]=[CH:11][CH:12]=1.[CH3:13][O:14][C:15]1[CH:24]=[CH:23][C:22]2[C:17](=[CH:18][CH:19]=[C:20](Br)[CH:21]=2)[N:16]=1.[Cl-].[NH4+]>CCCCC.C1COCC1.[Cl-].[Zn+2].[Cl-]>[CH3:13][O:14][C:15]1[CH:24]=[CH:23][C:22]2[C:17](=[CH:18][CH:19]=[C:20]([C:7]3[CH:8]=[N:9][CH:10]=[CH:11][CH:12]=3)[CH:21]=2)[N:16]=1 |f:3.4,7.8.9|. Procedure: t-Butyl lithium (7.7 cm3 of a 2.6M solution in pentane) was added dropwise over 5 minutes to a stirred solution of 3-bromopyridine (1.44 cm3) in THF (25 cm3) at -100° under nitrogen. After stirring for 10 minutes a solution of anhydrous zinc chloride (2.05 g) in THF (20 cm3) was added slowly and the mixture was allowed to warm to room temperature over 1 hour. A solution of 2-methoxy-6-bromoquinoline (2.38 g) and tetrakis-(triphenylphosphine)palladium(O) (0.08 g) in THF (10 cm3) was added and the... Reaction SMILES: [F:15][C:16]([c:17]1[cH:18][c:19](-[n:23]2[c:24](=[O:28])[nH:25][n:26][cH:27]2)[cH:20][cH:21][cH:22]1)([F:29])[F:30].[F:1][c:2]1[c:3]([C:9]2([CH:12]([CH3:13])[OH:14])[O:10][CH2:11]2)[cH:4][cH:5][c:6]([F:8])[cH:7]1>>[F:1][c:2]1[c:3]([C:9]2([CH:12]([CH3:13])[n:25]3[c:24](=[O:28])[n:23](-[c:19]4[cH:18][c:17]([C:16]([F:15])([F:29])[F:30])[cH:22][cH:21][cH:20]4)[cH:27][n:26]3)[O:10][CH2:11]2)[cH:4][cH:5][c:6]([F:8])[cH:7]1. The reactants are O=c1[nH]ncn1-c1cccc(C(F)(F)F)c1, CC(O)C1(c2ccc(F)cc2F)CO1. Product: CC(n1ncn(-c2cccc(C(F)(F)F)c2)c1=O)C1(c2ccc(F)cc2F)CO1.